Dataset: the Open Reaction Database (ORD), a public repository of structured organic reaction records. Task: describe an organic reaction: reactants, conditions, products, and yield Reactants: CC(O)(CCN1CCOCC1)c1ccccc1-c1ccccc1, O=S(=O)(O)c1ccccc1, c1ccccc1. The product is CC(=CCN1CCOCC1)c1ccccc1-c1ccccc1. Reaction SMILES: [O:1]1[CH2:2][CH2:3][N:4]([CH2:7][CH2:8][C:9]([CH3:10])([OH:11])[c:12]2[c:13](-[c:18]3[cH:19][cH:20][cH:21][cH:22][cH:23]3)[cH:14][cH:15][cH:16][cH:17]2)[CH2:5][CH2:6]1.[c:24]1([S:25]([OH:26])(=[O:27])=[O:28])[cH:29][cH:30][cH:31][cH:32][cH:33]1.[cH:34]1[cH:35][cH:36][cH:37][cH:38][cH:39]1>>[O:1]1[CH2:2][CH2:3][N:4]([CH2:7][CH:8]=[C:9]([CH3:10])[c:12]2[c:13](-[c:18]3[cH:19][cH:20][cH:21][cH:22][cH:23]3)[cH:14][cH:15][cH:16][cH:17]2)[CH2:5][CH2:6]1. Reactants: Cc1nnc(C2(NC(=O)OCc3ccccc3)CC2)[nH]1, CO. The product is Cc1nnc(C2(N)CC2)[nH]1. RXN SMILES: [CH2:1]([O:2][C:3](=[O:4])[NH:10][C:11]1([c:14]2[n:15][n:16][c:17]([CH3:19])[nH:18]2)[CH2:12][CH2:13]1)[c:5]1[cH:6][cH:7][cH:8][cH:9][cH:20]1.[CH3:21][OH:22]>>[NH2:10][C:11]1([c:14]2[n:15][n:16][c:17]([CH3:19])[nH:18]2)[CH2:12][CH2:13]1. The reactants are ClC=1C=NC=C(C1SC1=C(C=C(S1)C(=O)NCC(=O)O)[N+](=O)[O-])Cl (2-(5-((3,5-dichloropyridin-4-yl)thio)-4-nitrothiophene-2-carboxamido)acetic acid), FC1CCNCC1 (4-fluoro-piperidine). Yields the product ClC=1C=NC=C(C1SC1=C(C=C(S1)C(=O)NCC(=O)N1CCC(CC1)F)[N+](=O)[O-])Cl (5-((3,5-dichloropyridin-4-yl)thio)-N-(2-(4-fluoropiperidin-1-yl)-2-oxoethyl)-4-nitrothiophene-2-carboxamide), solid. Isolated yield 20.0%. As a reaction SMILES: [Cl:1][C:2]1[CH:3]=[N:4][CH:5]=[C:6]([Cl:24])[C:7]=1[S:8][C:9]1[S:13][C:12]([C:14]([NH:16][CH2:17][C:18](O)=[O:19])=[O:15])=[CH:11][C:10]=1[N+:21]([O-:23])=[O:22].[F:25][CH:26]1[CH2:31][CH2:30][NH:29][CH2:28][CH2:27]1>>[Cl:1][C:2]1[CH:3]=[N:4][CH:5]=[C:6]([Cl:24])[C:7]=1[S:8][C:9]1[S:13][C:12]([C:14]([NH:16][CH2:17][C:18]([N:29]2[CH2:30][CH2:31][CH:26]([F:25])[CH2:27][CH2:28]2)=[O:19])=[O:15])=[CH:11][C:10]=1[N+:21]([O-:23])=[O:22]. Procedure: Prepared according to the procedure described for example 70 from 2-(5-((3,5-dichloropyridin-4-yl)thio)-4-nitrothiophene-2-carboxamido)acetic acid (200 mg, 0.49 mmol) from example 210 and 4-fluoro-piperidine (60.0 mg, 0.59 mmol). The title compound was obtained as a solid (50.0 mg, 20% yield). 1H NMR (400 MHz, d6-DMSO) δ: 9.07 (1H, m), 8.98 (2H, m), 8.51 (1H, s), 4.93 (1H, m), 4.10 (2H, m), 3.54 (2H, m), 3.44 (2H, m), 1.92 (1H, m), 1.74 (2H, m), 1.61 (1H, m). MS m/z: 491.39, 493.37 [M+H]+. Reactants: C(=O)(OC(C)(C)C)N[C@@H](CC1=CC=C(C=C1)I)C(=O)O (N-Boc-4-iodophenylalanine), C(C1=CC=CC=C1)Br (benzyl bromide). The solvent is C(C)#N (acetonitrile). Conditions: time 2 hour. Product: C(C1=CC=CC=C1)OC([C@@H](NC(=O)OC(C)(C)C)CC1=CC=C(C=C1)I)=O (N-Boc-4-Iodo-L-phenylalanine Benzyl Ester). As a reaction SMILES: [C:1]([NH:8][C@H:9]([C:18]([OH:20])=[O:19])[CH2:10][C:11]1[CH:16]=[CH:15][C:14]([I:17])=[CH:13][CH:12]=1)([O:3][C:4]([CH3:7])([CH3:6])[CH3:5])=[O:2].[CH2:21](Br)[C:22]1[CH:27]=[CH:26][CH:25]=[CH:24][CH:23]=1>C(#N)C>[CH2:21]([O:19][C:18](=[O:20])[C@H:9]([CH2:10][C:11]1[CH:12]=[CH:13][C:14]([I:17])=[CH:15][CH:16]=1)[NH:8][C:1]([O:3][C:4]([CH3:5])([CH3:7])[CH3:6])=[O:2])[C:22]1[CH:27]=[CH:26][CH:25]=[CH:24][CH:23]=1. Procedure details: N-Boc-4-iodophenylalanine was dissolved in acetonitrile and DUB (1 equivalent) was added followed by benzyl bromide (1 equivalent). The mixture was stirred for 2 h at room temperature. After removal of the solvent under reduced pressure, the residue was dissolved in EtOAc and the solution washed with 10% aqueous HCl and water. Drying (MgSO4) and concentration under reduced pressure gave a crude product that was purified by crystallization from hexane. Starting materials: C1=CC=CC=2C3=CC=CC=C3CC12 (fluorene), C(CCC)[Li] (n-butyllithium), Cl (HCl), CN(C=C1C=CC=C1)C (6-(dimethylamino)fulvene), [H-].[H-].[H-].[H-].[Li+].[Al+3] (LiAlH4), ice water. Solvent: O1CCCC1 (tetrahydrofuran), O1CCCC1 (THF), CCOCC (ether). Reaction conditions: time 6 hour. Yields the product cyclopentadienyl, C1(=CC=CC=2C3=CC=CC=C3CC12)CC1C=CC=C1 ((fluorenyl)(cyclopentadienyl)methane). Reaction SMILES: [CH:1]1[C:13]2[CH2:12][C:11]3[C:6](=[CH:7][CH:8]=[CH:9][CH:10]=3)[C:5]=2[CH:4]=[CH:3][CH:2]=1.C([Li])CCC.CN(C)[CH:21]=[C:22]1[CH:26]=[CH:25][CH:24]=[CH:23]1.[H-].[H-].[H-].[H-].[Li+].[Al+3].Cl>O1CCCC1.CCOCC>[C:1]1([CH2:21][CH:22]2[CH:26]=[CH:25][CH:24]=[CH:23]2)[C:13]2[CH2:12][C:11]3[C:6](=[CH:7][CH:8]=[CH:9][CH:10]=3)[C:5]=2[CH:4]=[CH:3][CH:2]=1 |f:3.4.5.6.7.8|. Procedure: The cyclopentadienyl-type ligand, (fluorenyl)(cyclopentadienyl)methane was prepared as follows. A solution of 13.72 g (0.08252 mol) fluorene in 150 mL tetrahydrofuran (THF) was treated with 51.6 mL (0.08252 moles) 1.6M n-butyllithium solution at room temperature. The mixture was stirred at room temperature for 6 hours and then 10.00 g (0.0825 moles) 6-(dimethylamino)fulvene suspended in 50 mL THF were added and this mixture was stirred for 16 hours. The mixture was then reacted with 6.27 g (0.16... Solvent: C1=CC=CC=C1 (benzene). The product is N(=[N+]=[N-])C(C)(C1=C(N=CO1)C)C1=COC=C1 (1-Azido-1-(3-furyl)-1-(4-methyl-5-oxazolyl)ethane). Conditions: time 8 hour. Reaction SMILES: [O:1]1[CH:5]=[CH:4][C:3]([C:6]([C:9]2[O:13][CH:12]=[N:11][C:10]=2[CH3:14])(O)[CH3:7])=[CH:2]1.C[Si]([N:19]=[N+:20]=[N-:21])(C)C.B(F)(F)F.O>C1C=CC=CC=1>[N:19]([C:6]([C:3]1[CH:4]=[CH:5][O:1][CH:2]=1)([C:9]1[O:13][CH:12]=[N:11][C:10]=1[CH3:14])[CH3:7])=[N+:20]=[N-:21]. Reported procedure: 1-(3-Furyl)-1-(4-methyl-5-oxazolyl)ethanol (1 g) was suspended in benzene (4 ml). Trimethylsilylazide (822 μl) was added followed by boron trifluoride diethyletherate (770 μl). The mixture was stirred overnight at room temperature, then poured into water and extracted to give the title compound. The reactants are O1C=C(C=C1)C(C)(O)C1=C(N=CO1)C (1-(3-Furyl)-1-(4-methyl-5-oxazolyl)ethanol), O (water), C[Si](C)(C)N=[N+]=[N-] (Trimethylsilylazide), B(F)(F)F (boron trifluoride). Reactants: BrC1=NN2C(SC=C2C2=C(C=C(C=C2OC)COC)OC)=C1C(=O)OCC (ethyl 6-bromo-3-[2,6-dimethoxy-4-(methoxymethyl)phenyl]pyrazolo[5,1-b][1,3]thiazole-7-carboxylate), aqueous solution, [OH-].[Na+] (sodium hydroxide). The solvent is C(C)O (ethanol). Product: BrC1=NN2C(SC=C2C2=C(C=C(C=C2OC)COC)OC)=C1C(=O)O (6-Bromo-3-[2,6-dimethoxy-4-(methoxymethyl)phenyl]pyrazolo[5,1-b][1,3]thiazole-7-carboxylic acid). Yield: 94.2%. RXN SMILES: [Br:1][C:2]1[C:22]([C:23]([O:25]CC)=[O:24])=[C:5]2[S:6][CH:7]=[C:8]([C:9]3[C:14]([O:15][CH3:16])=[CH:13][C:12]([CH2:17][O:18][CH3:19])=[CH:11][C:10]=3[O:20][CH3:21])[N:4]2[N:3]=1.[OH-].[Na+]>C(O)C>[Br:1][C:2]1[C:22]([C:23]([OH:25])=[O:24])=[C:5]2[S:6][CH:7]=[C:8]([C:9]3[C:14]([O:15][CH3:16])=[CH:13][C:12]([CH2:17][O:18][CH3:19])=[CH:11][C:10]=3[O:20][CH3:21])[N:4]2[N:3]=1 |f:1.2|. Procedure details: To an ethanol (60.0 mL) solution of ethyl 6-bromo-3-[2,6-dimethoxy-4-(methoxymethyl)phenyl]pyrazolo[5,1-b][1,3]thiazole-7-carboxylate (3.84 g, 8.45 mmol) was added a 5N aqueous solution of sodium hydroxide (5.07 mL, 25.3 mmol) and heated to reflux for two hours. After the reaction was completed, the solvent was distilled off under reduced pressure, water (30 mL) was added to the residue, a 5N aqueous solution of hydrochloric acid was added while cooling on ice so that the solution became acidic,... Reactants: C(C1=CC=CC=C1)OC=1C=C(C(=O)O)C=C(C1)OCC1=CC=CC=C1 (3,5-dibenzyloxybenzoic acid), S(=O)(Cl)Cl (thionyl chloride). The product is C(C1=CC=CC=C1)OC=1C=C(C(=O)Cl)C=C(C1)OCC1=CC=CC=C1 (3,5-Dibenzyloxy-benzoyl-chloride). Reaction SMILES: [CH2:1]([O:8][C:9]1[CH:10]=[C:11]([CH:15]=[C:16]([O:18][CH2:19][C:20]2[CH:25]=[CH:24][CH:23]=[CH:22][CH:21]=2)[CH:17]=1)[C:12](O)=[O:13])[C:2]1[CH:7]=[CH:6][CH:5]=[CH:4][CH:3]=1.S(Cl)([Cl:28])=O>>[CH2:1]([O:8][C:9]1[CH:10]=[C:11]([CH:15]=[C:16]([O:18][CH2:19][C:20]2[CH:25]=[CH:24][CH:23]=[CH:22][CH:21]=2)[CH:17]=1)[C:12]([Cl:28])=[O:13])[C:2]1[CH:7]=[CH:6][CH:5]=[CH:4][CH:3]=1. Procedure details: 167 g of 3,5-dibenzyloxybenzoic acid and 400 ml of redistilled thionyl chloride were refluxed on an oil bath for one hour. Excess thionyl chloride was distilled off at reduced pressure, and the remaining mass crystallized. The product was recrystallized from petroleum ether (B.p., 60°-85° C.) : M.P. 73°-74° C. Reactants: CC(C)(C)OC(=O)NC(CCOc1ccc(N(C(=O)C=O)C2CN(C(C(=O)O)c3cccs3)C2=O)cc1)C(=O)O, CCOCC, O=C(O)C(F)(F)F, COc1ccccc1, c1ccccc1. Yields the product NC(CCOc1ccc(N(C(=O)C=O)C2CN(C(C(=O)O)c3cccs3)C2=O)cc1)C(=O)O. As a reaction SMILES: [C:1]([O:2][C:3](=[O:4])[NH:8][CH:9]([CH2:10][CH2:11][O:12][c:13]1[cH:14][cH:15][c:16]([N:19]([CH:20]2[C:21](=[O:33])[N:22]([CH:24]([C:25](=[O:26])[OH:27])[c:28]3[s:29][cH:30][cH:31][cH:32]3)[CH2:23]2)[C:34]([CH:35]=[O:36])=[O:37])[cH:17][cH:18]1)[C:38](=[O:39])[OH:40])([CH3:5])([CH3:6])[CH3:7].[CH3:62][CH2:63][O:64][CH2:65][CH3:66].[F:55][C:56]([F:57])([F:58])[C:59]([OH:60])=[O:61].[c:47]1([O:48][CH3:49])[cH:50][cH:51][cH:52][cH:53][cH:54]1.[cH:41]1[cH:42][cH:43][cH:44][cH:45][cH:46]1>>[NH2:8][CH:9]([CH2:10][CH2:11][O:12][c:13]1[cH:14][cH:15][c:16]([N:19]([CH:20]2[C:21](=[O:33])[N:22]([CH:24]([C:25](=[O:26])[OH:27])[c:28]3[s:29][cH:30][cH:31][cH:32]3)[CH2:23]2)[C:34]([CH:35]=[O:36])=[O:37])[cH:17][cH:18]1)[C:38](=[O:39])[OH:40].